This data is from the Open Reaction Database (ORD), a public repository of structured organic reaction records. The task is: describe an organic reaction: reactants, conditions, products, and yield Product: CCCCCCCC=CC1OCC(C)C(OC)C1OC(=O)CNC(=O)OC(C)(C)C. The reactants are CC(C)(C)OC(=O)NCC(=O)O, CCCCCCCC=CC1OCC(C)C(OC)C1O, CN(C)c1ccncc1, C(=NC1CCCCC1)=NC1CCCCC1, ClCCl, O. As a reaction SMILES: [C:20]([CH3:21])([CH3:22])([CH3:23])[O:24][C:25](=[O:26])[NH:27][CH2:28][C:29](=[O:30])[OH:31].[CH3:1][O:2][CH:3]1[CH:4]([OH:19])[CH:5]([CH:10]=[CH:11][CH2:12][CH2:13][CH2:14][CH2:15][CH2:16][CH2:17][CH3:18])[O:6][CH2:7][CH:8]1[CH3:9].[CH3:48][N:49]([CH3:50])[c:51]1[cH:52][cH:53][n:54][cH:55][cH:56]1.[CH:32]1([N:33]=[C:34]=[N:35][CH:36]2[CH2:37][CH2:38][CH2:39][CH2:40][CH2:41]2)[CH2:42][CH2:43][CH2:44][CH2:45][CH2:46]1.[Cl:57][CH2:58][Cl:59].[OH2:47]>>[CH3:1][O:2][CH:3]1[CH:4]([O:19][C:29]([CH2:28][NH:27][C:25]([O:24][C:20]([CH3:21])([CH3:22])[CH3:23])=[O:26])=[O:30])[CH:5]([CH:10]=[CH:11][CH2:12][CH2:13][CH2:14][CH2:15][CH2:16][CH2:17][CH3:18])[O:6][CH2:7][CH:8]1[CH3:9]. The reactants are ice, C(C)N1N=C(C(C2=CC3=C(C=C12)OCO3)=O)C(=O)O (1-ethyl-4-oxo-1,4-dihydro-[1,3]dioxolo[4,5-g]cinnoline-3-carboxylic acid), ice water, [N+](=O)([O-])[O-].[K+] (potassium nitrate). The solvent is S(O)(O)(=O)=O (sulfuric acid). Reaction conditions: temperature 10 celsius, time 12 hour. The product is C(C)N1N=C(C(C2=C(C3=C(C=C12)OCO3)[N+](=O)[O-])=O)C(=O)O (1-ethyl-5-nitro-4-oxo-1,4-dihydro-[1,3]dioxolo[4,5-g]cinnoline-3-carboxylic acid). The yield is 75.1%. As a reaction SMILES: [CH2:1]([N:3]1[C:12]2[C:7](=[CH:8][C:9]3[O:15][CH2:14][O:13][C:10]=3[CH:11]=2)[C:6](=[O:16])[C:5]([C:17]([OH:19])=[O:18])=[N:4]1)[CH3:2].[N+:20]([O-])([O-:22])=[O:21].[K+]>S(=O)(=O)(O)O>[CH2:1]([N:3]1[C:12]2[C:7](=[C:8]([N+:20]([O-:22])=[O:21])[C:9]3[O:15][CH2:14][O:13][C:10]=3[CH:11]=2)[C:6](=[O:16])[C:5]([C:17]([OH:19])=[O:18])=[N:4]1)[CH3:2] |f:1.2|. Procedure: To a solution of 1-ethyl-4-oxo-1,4-dihydro-[1,3]dioxolo[4,5-g]cinnoline-3-carboxylic acid (5 g, 19.07 mmol) in sulfuric acid (15 mL) cooled to 0° C. was added potassium nitrate (2.121 g, 20.97 mmol) in small portions to maintain temperature bellow 10° C. with ice water. The mixture was stirred at 10° C. for 1 h and at room temperature for 12 h, and was then poured into ice cold water (200 ml). The mixture was filtered, the solid was washed with water and ethanol to afford 1-ethyl-5-nitro-4-oxo-1... Reactants: BrC1=CC=CC=C1 (bromobenzene), [Li]CCCC (n-BuLi), C(C)(=O)C=1C=C(C=C(C1)C(C)(C)C)C(C)=O (1-(3-Acetyl-5-t-butyl-phenyl)-ethanone). The solvent is C1CCOC1 (THF), C1CCOC1 (THF). Run at time 10 minute. The product is C(C)(C)(C)C=1C=C(C=C(C1)C(C)(C1=CC=CC=C1)O)C(C)=O (1-[3-t-butyl-5-(1-hydroxyl-1-phenyl-ethyl)-phenyl]-ethanone). Yield: 77.4%. As a reaction SMILES: Br[C:2]1[CH:7]=[CH:6][CH:5]=[CH:4][CH:3]=1.[Li]CCCC.[C:13]([C:16]1[CH:17]=[C:18]([C:26](=[O:28])[CH3:27])[CH:19]=[C:20]([C:22]([CH3:25])([CH3:24])[CH3:23])[CH:21]=1)(=[O:15])[CH3:14]>C1COCC1>[C:22]([C:20]1[CH:21]=[C:16]([C:13](=[O:15])[CH3:14])[CH:17]=[C:18]([C:26]([OH:28])([C:2]2[CH:7]=[CH:6][CH:5]=[CH:4][CH:3]=2)[CH3:27])[CH:19]=1)([CH3:23])([CH3:25])[CH3:24]. Procedure: To 288.0 mg (1.83 mmol) of bromobenzene in 8 ml of dry THF at -78° C. was added 734 ml (1.83 mmol) of n-BuLi (2.5 M in hexanes). The reaction was stirred for 10 min followed by addition of 400 mg (1.83 mmol) of diketone 14 in 2 ml of dry THF. After stirring for 30 min, the mixture was quenched with saturated aqueous NH4Cl and the products were extracted with EtOAc. The EtOAc extracts were washed with water, brine, dried, filtered, and concentrated to give 420 mg of crude compound 15 which was us... The reactants are OC=1C=C(C=CC1[N+](=O)[O-])CC(=O)NC=1C=CC(=NC1)C(CC(=O)O)C ((RS) 3-{5-[2-(3-hydroxy-4-nitrophenyl)-acetylamino]-pyridin-2-yl}-butanoic acid), S(O)(O)(=O)=O (sulphuric acid), CO (methanol). Product: OC=1C=C(C=CC1[N+](=O)[O-])CC(=O)NC=1C=CC(=NC1)C(CC(=O)OC)C ((RS) Methyl 3-{5-[2-(3-hydroxy-4-nitrophenyl)-acetylamino]-pyridin-2-yl}-butanoate). RXN SMILES: [OH:1][C:2]1[CH:3]=[C:4]([CH2:11][C:12]([NH:14][C:15]2[CH:16]=[CH:17][C:18]([CH:21]([CH3:26])[CH2:22][C:23]([OH:25])=[O:24])=[N:19][CH:20]=2)=[O:13])[CH:5]=[CH:6][C:7]=1[N+:8]([O-:10])=[O:9].S(=O)(=O)(O)O.[CH3:32]O>>[OH:1][C:2]1[CH:3]=[C:4]([CH2:11][C:12]([NH:14][C:15]2[CH:16]=[CH:17][C:18]([CH:21]([CH3:26])[CH2:22][C:23]([O:25][CH3:32])=[O:24])=[N:19][CH:20]=2)=[O:13])[CH:5]=[CH:6][C:7]=1[N+:8]([O-:10])=[O:9]. Procedure details: (RS) 3-{5-[2-(3-hydroxy-4-nitrophenyl)-acetylamino]-pyridin-2-yl}-butanoic acid (2.1 g, Reference Example 26) in methanol (80 mL) was treated with concentrated sulphuric acid (0.5 mL). The mixture was heated at reflux temperature for 24 hours, then cooled, then concentrated to low volume and then diluted with ethyl acetate. This solution was washed with 5% aqueous sodium bicarbonate, then with water, then dried over magnesium sulphate and then evaporated to give the title compound (2.0 g) as an ... Starting materials: C(C)(=O)OC=1C(=C(C2=C(CC(O2)(C)C=CC=CC(=O)OCC)C1C)OC)OC (ethyl 5-(5-acetoxy-2,3-dihydro-6,7-dimethoxy-2,4-dimethylbenzofuran-2-yl)pentadienoate). Reagents/catalysts: [C].[Pd] (palladium-carbon). Solvent: C(C)O (ethanol). Run at temperature 50 celsius, time 5 hour. Product: C(C)(=O)OC=1C(=C(C2=C(CC(O2)(C)CCCCC(=O)OCC)C1C)OC)OC (Ethyl 5-(5-acetoxy-2,3-dihydro-6,7-dimethoxy-2,4-dimethylbenzofuran-2-yl)valerate). The yield is 83.8%. As a reaction SMILES: [C:1]([O:4][C:5]1[C:6]([O:27][CH3:28])=[C:7]([O:25][CH3:26])[C:8]2[O:12][C:11]([CH:14]=[CH:15][CH:16]=[CH:17][C:18]([O:20][CH2:21][CH3:22])=[O:19])([CH3:13])[CH2:10][C:9]=2[C:23]=1[CH3:24])(=[O:3])[CH3:2]>C(O)C.[C].[Pd]>[C:1]([O:4][C:5]1[C:6]([O:27][CH3:28])=[C:7]([O:25][CH3:26])[C:8]2[O:12][C:11]([CH2:14][CH2:15][CH2:16][CH2:17][C:18]([O:20][CH2:21][CH3:22])=[O:19])([CH3:13])[CH2:10][C:9]=2[C:23]=1[CH3:24])(=[O:3])[CH3:2] |f:2.3|. Reported procedure: 5% palladium-carbon (0.1 g) was added to a solution of ethyl 5-(5-acetoxy-2,3-dihydro-6,7-dimethoxy-2,4-dimethylbenzofuran-2-yl)pentadienoate (1.3 g) in ethanol (30 ml), and the mixture was stirred under an atmosphere of hydrogen at 50° C. for 5 hours. The reaction mixture was filtered, and the filtrate was concentrated under reduced pressure. The residue was purified by column chromatography on silica gel (hexane:ethyl acetate 7:3) to obtain the title compound (1.1 g, 86%) as an oil.